From a dataset of the Open Reaction Database (ORD), a public repository of structured organic reaction records. describe an organic reaction: reactants, conditions, products, and yield Reactants: [OH-].[Na+] (sodium hydroxide), C(#N)C=1C(=C(C=C(C1)C(C)=O)OC(C)=O)OC(C)=O (5'-cyano-3',4'-diacetoxyacetophenone), Cl (hydrochloric acid). The solvent is [Cl-].[Na+] (sodium chloride), CO (methanol). Conditions: time 45 minute. Product: C(#N)C=1C(=C(C=C(C1)C(C)=O)O)O (5'-cyano-3',4'-dihydroxyacetophenone). Reaction SMILES: [C:1]([C:3]1[C:4]([O:16]C(=O)C)=[C:5]([O:12]C(=O)C)[CH:6]=[C:7]([C:9](=[O:11])[CH3:10])[CH:8]=1)#[N:2].[OH-].[Na+].Cl>CO.[Cl-].[Na+]>[C:1]([C:3]1[C:4]([OH:16])=[C:5]([OH:12])[CH:6]=[C:7]([C:9](=[O:11])[CH3:10])[CH:8]=1)#[N:2] |f:1.2,5.6|. Procedure: 0.33 g of 5'-cyano-3',4'-diacetoxyacetophenone dissolved in 3.3 ml of methanol is treated with 2.7 ml of 1.0N sodium hydroxide solution and the reaction mixture is stirred at 23° for 45 minutes. The mixture is subsequently acidified with 2N hydrochloric acid, diluted with 5 ml of saturated sodium chloride solution and extracted twice with 30 ml of ethyl acetate each time. The combined ethyl acetate phases are dried over sodium sulfate and evaporated. The residue is recrystallized from toluene/ac... The reactants are OCCS (2-hydroxyethylmercaptan), [H-].[Na+] (sodium hydride), ClC=1C=CC=2N(N1)C=CN2 (6-chloroimidazo[1,2-b]pyridazine). Solvent: C(C)O (ethanol). Reaction conditions: time 10 minute. The product is OCCSC=1C=CC=2N(N1)C=CN2 (6-(2-hydroxyethylthio)imidazo[1,2-b]pyridazine). The yield is 20.6%. RXN SMILES: [OH:1][CH2:2][CH2:3][SH:4].[H-].[Na+].Cl[C:8]1[CH:9]=[CH:10][C:11]2[N:12]([CH:14]=[CH:15][N:16]=2)[N:13]=1>C(O)C>[OH:1][CH2:2][CH2:3][S:4][C:8]1[CH:9]=[CH:10][C:11]2[N:12]([CH:14]=[CH:15][N:16]=2)[N:13]=1 |f:1.2|. Procedure details: In 30 ml of ethanol is suspended 1.46 g of 2-hydroxyethylmercaptan. With ice-cooling, 897 mg of sodium hydride (oily, 60 wt.%) is added and the mixture is stirred for 10 minutes. Then, 1.91 g of 6-chloroimidazo[1,2-b]pyridazine is added and the mixture is stirred at room temperature for 6 hours. The solvent is distilled off under reduced pressure and the residue is shaken well with dichloromethane and water. The dichloromethane layer is separated and dried over magnesium sulfate and the solvent ... The reactants are ice, Cl (HCl), C(C)(C)(C)OC(=O)NC=1C=NC=CC1S (3-(t-butyloxycarbonyl)amino-4-mercapto pyridine). Solvent: C(C)(=O)O (acetic acid), C(C)(=O)O (acetic acid). Yields the product Cl.NC=1C=NC=CC1S (3-Amino-4-mercapto-pyridine hydrochloride). The yield is 100.0%. RXN SMILES: C(OC([NH:8][C:9]1[CH:10]=[N:11][CH:12]=[CH:13][C:14]=1[SH:15])=O)(C)(C)C.[ClH:16]>C(O)(=O)C>[ClH:16].[NH2:8][C:9]1[CH:10]=[N:11][CH:12]=[CH:13][C:14]=1[SH:15] |f:3.4|. Procedure details: A 13.78 g (0.06 mol) sample of 3-(t-butyloxycarbonyl)amino-4-mercapto pyridine was dissolved with acetic acid (250 mL) and added to an ice cold solution of ~3N HCl in acetic acid which had been made by bubbling HCl(g) through glacial acetic acid (100 mL). After about four hours the resulting solid was filtered, washed with diethylether and dried in vacuo to yield 10.4 g (~100%) of the title compound. m.p.: >200° C. The reactants are C[Si](C)(C)[N-][Si](C)(C)C, CO, Oc1ccc(-c2nnc(Nc3cc(C(F)(F)F)ccc3Cl)o2)cc1, Nc1cc(Cl)nc(N)n1, [K+], [K+], [K+], O=C([O-])[O-], CN(C)C=O. The product is Nc1cc(Oc2ccc(-c3nnc(Nc4cc(C(F)(F)F)ccc4Cl)o3)cc2)nc(N)n1. RXN SMILES: [CH3:25][Si:26]([N-:27][Si:28]([CH3:29])([CH3:30])[CH3:31])([CH3:32])[CH3:33].[CH3:55][OH:56].[Cl:1][c:2]1[c:3]([NH:12][c:13]2[n:14][n:15][c:16](-[c:18]3[cH:19][cH:20][c:21]([OH:24])[cH:22][cH:23]3)[o:17]2)[cH:4][c:5]([C:8]([F:9])([F:10])[F:11])[cH:6][cH:7]1.[Cl:35][c:36]1[cH:37][c:38]([NH2:43])[n:39][c:40]([NH2:42])[n:41]1.[K+:34].[K+:44].[K+:45].[O-:46][C:47]([O-:48])=[O:49].[O:50]=[CH:51][N:52]([CH3:53])[CH3:54]>>[Cl:1][c:2]1[c:3]([NH:12][c:13]2[n:14][n:15][c:16](-[c:18]3[cH:19][cH:20][c:21]([O:24][c:36]4[cH:37][c:38]([NH2:43])[n:39][c:40]([NH2:42])[n:41]4)[cH:22][cH:23]3)[o:17]2)[cH:4][c:5]([C:8]([F:9])([F:10])[F:11])[cH:6][cH:7]1. Reactants: CI, CN1CCN(c2nc3ccccc3o2)CC1, CN(C)C=O. The product is C[N+]1(C)CCN(c2nc3ccccc3o2)CC1, [I-]. RXN SMILES: [CH3:17][I:18].[CH3:1][N:2]1[CH2:3][CH2:4][N:5]([c:8]2[o:9][c:10]3[c:11]([n:12]2)[cH:13][cH:14][cH:15][cH:16]3)[CH2:6][CH2:7]1.[O:19]=[CH:20][N:21]([CH3:22])[CH3:23]>>[CH3:1][N+:2]1([CH3:17])[CH2:3][CH2:4][N:5]([c:8]2[o:9][c:10]3[c:11]([n:12]2)[cH:13][cH:14][cH:15][cH:16]3)[CH2:6][CH2:7]1.[I-:18].